Dataset: the Open Reaction Database (ORD), a public repository of structured organic reaction records. Task: describe an organic reaction: reactants, conditions, products, and yield The solvent is C(C)O (ethanol). Reported procedure: 1.9 g of 4′-(4-chloro-5-formyl-2-phenylimidazol-1-ylmethyl)biphenyl-2-sulfonic acid dimethylaminomethylenamide were dissolved in 20 ml of ethanol and 20 ml of a saturated aqueous HCl solution were added. The mixture was heated under reflux for 2 hours, then the volatile constituents were removed in vacuo, the residue was taken up using 200 ml of water, the solution was adjusted to pH−7 using aqueous NaOH solution and stirred for 1 hour, and the precipitate was filtered off with suction. The prod... Starting materials: CN(C)C=NS(=O)(=O)C=1C(=CC=CC1)C1=CC=C(C=C1)CN1C(=NC(=C1C=O)Cl)C1=CC=CC=C1 (4′-(4-chloro-5-formyl-2-phenylimidazol-1-ylmethyl)biphenyl-2-sulfonic acid dimethylaminomethylenamide), Cl (HCl). As a reaction SMILES: CN(C=[N:5][S:6]([C:9]1[C:10]([C:15]2[CH:20]=[CH:19][C:18]([CH2:21][N:22]3[C:26]([CH:27]=[O:28])=[C:25]([Cl:29])[N:24]=[C:23]3[C:30]3[CH:35]=[CH:34][CH:33]=[CH:32][CH:31]=3)=[CH:17][CH:16]=2)=[CH:11][CH:12]=[CH:13][CH:14]=1)(=[O:8])=[O:7])C.Cl>C(O)C>[Cl:29][C:25]1[N:24]=[C:23]([C:30]2[CH:35]=[CH:34][CH:33]=[CH:32][CH:31]=2)[N:22]([CH2:21][C:18]2[CH:17]=[CH:16][C:15]([C:10]3[C:9]([S:6]([NH2:5])(=[O:7])=[O:8])=[CH:14][CH:13]=[CH:12][CH:11]=3)=[CH:20][CH:19]=2)[C:26]=1[CH:27]=[O:28]. Run at time 1 hour. The product is ClC=1N=C(N(C1C=O)CC1=CC=C(C=C1)C=1C(=CC=CC1)S(=O)(=O)N)C1=CC=CC=C1 (4′-(4-Chloro-5-formyl-2-phenylimidazol-1-ylmethyl)biphenyl-2-sulfonamide). The yield is 100.4%.